Dataset: the Open Reaction Database (ORD), a public repository of structured organic reaction records. Task: describe an organic reaction: reactants, conditions, products, and yield Starting materials: O=C(Cl)c1ccccc1, C=O, CCCCN(CCCC)CCCC, [H][H], Cl[Pd]Cl, c1ccccc1. Product: O=Cc1ccccc1. As a reaction SMILES: [C:1]([c:2]1[cH:3][cH:4][cH:5][cH:6][cH:7]1)(=[O:8])[Cl:9].[C:23]=[O:24].[CH2:10]([N:11]([CH2:12][CH2:13][CH2:14][CH3:15])[CH2:16][CH2:17][CH2:18][CH3:19])[CH2:20][CH2:21][CH3:22].[H:25][H:26].[Pd:27]([Cl:28])[Cl:29].[cH:30]1[cH:31][cH:32][cH:33][cH:34][cH:35]1>>[CH:1]([c:2]1[cH:3][cH:4][cH:5][cH:6][cH:7]1)=[O:8]. Starting materials: Clc1ncccn1, Nc1ccccc1NC(=O)c1nc2c(s1)CNCC2, CN(C)C=O. Product: Nc1ccccc1NC(=O)c1nc2c(s1)CN(c1ncccn1)CC2. Reaction SMILES: [Cl:1][c:2]1[n:3][cH:4][cH:5][cH:6][n:7]1.[NH2:8][c:9]1[c:10]([NH:15][C:16](=[O:17])[c:18]2[s:19][c:20]3[c:25]([n:26]2)[CH2:24][CH2:23][NH:22][CH2:21]3)[cH:11][cH:12][cH:13][cH:14]1.[O:27]=[CH:28][N:29]([CH3:30])[CH3:31]>>[c:2]1([N:22]2[CH2:21][c:20]3[s:19][c:18]([C:16]([NH:15][c:10]4[c:9]([NH2:8])[cH:14][cH:13][cH:12][cH:11]4)=[O:17])[n:26][c:25]3[CH2:24][CH2:23]2)[n:3][cH:4][cH:5][cH:6][n:7]1. Reactants: [Al+3], [Cl-], [H-], [H-], [H-], [H-], [Li+], Nc1ccc(Cl)c(C(=O)O)c1, [NH4+]. As a reaction SMILES: [Al+3:13].[Cl-:18].[H-:12].[H-:15].[H-:16].[H-:17].[Li+:14].[NH2:1][c:2]1[cH:3][cH:4][c:5]([Cl:11])[c:6]([C:7](=[O:8])[OH:9])[cH:10]1.[NH4+:19]>>[NH2:1][c:2]1[cH:3][cH:4][c:5]([Cl:11])[c:6]([CH2:7][OH:8])[cH:10]1. The product is Nc1ccc(Cl)c(CO)c1. The reactants are O=C(Cl)Cl, C1C2CC3CC1CC(C2)C3, [K+], [K+], Nc1ccc(-c2nc3cc(NC(=O)c4ccccn4)ncc3[nH]2)cc1, O=C([O-])[O-], c1ccncc1. Product: O=C(Nc1cc2nc(-c3ccc(C(=O)C45CC6CC(CC(C6)C4)C5)cc3)[nH]c2cn1)c1ccccn1. RXN SMILES: [C:26](=[O:27])([Cl:28])[Cl:29].[CH:30]12[CH2:31][CH:32]3[CH2:33][CH:34]([CH2:35][CH:36]([CH2:37]1)[CH2:38]3)[CH2:39]2.[K+:40].[K+:41].[NH2:1][c:2]1[cH:3][cH:4][c:5](-[c:8]2[n:9][c:10]3[c:11]([cH:12][n:13][c:14]([NH:16][C:17](=[O:18])[c:19]4[n:20][cH:21][cH:22][cH:23][cH:24]4)[cH:15]3)[nH:25]2)[cH:6][cH:7]1.[O-:42][C:43]([O-:44])=[O:45].[cH:46]1[cH:47][cH:48][n:49][cH:50][cH:51]1>>[c:2]1([C:26](=[O:27])[C:30]23[CH2:31][CH:32]4[CH2:33][CH:34]([CH2:35][CH:36]([CH2:37]2)[CH2:38]4)[CH2:39]3)[cH:3][cH:4][c:5](-[c:8]2[n:9][c:10]3[c:11]([cH:12][n:13][c:14]([NH:16][C:17](=[O:18])[c:19]4[n:20][cH:21][cH:22][cH:23][cH:24]4)[cH:15]3)[nH:25]2)[cH:6][cH:7]1. Reactants: FC1=C(C#N)C=CC(=C1)C(C)(C)O (2-fluoro-4-(1-hydroxy-1-methyl-ethyl)-benzonitrile), [H-].[H-].[H-].[H-].[Li+].[Al+3] (LiAlH4). The solvent is C1CCOC1 (THF). Product: NCC1=C(C=C(C=C1)C(C)(C)O)F (2-(4-Aminomethyl-3-fluoro-phenyl)-propan-2-ol). Yield: 79.4%. Reaction SMILES: [F:1][C:2]1[CH:9]=[C:8]([C:10]([OH:13])([CH3:12])[CH3:11])[CH:7]=[CH:6][C:3]=1[C:4]#[N:5].[H-].[H-].[H-].[H-].[Li+].[Al+3]>C1COCC1>[NH2:5][CH2:4][C:3]1[CH:6]=[CH:7][C:8]([C:10]([OH:13])([CH3:11])[CH3:12])=[CH:9][C:2]=1[F:1] |f:1.2.3.4.5.6|. Procedure: To a stirred solution of 1.95 g (0.011 mol) 2-fluoro-4-(1-hydroxy-1-methyl-ethyl)-benzonitrile in 30 mL anhydrous THF at 0° C. was added dropwise 34 mL (0.034 mol) 1.0M LiAlH4. The mixture was warmed to room temperature then heated to reflux for 30 minutes. The mixture was then cooled to 0° C. and quenched with 20 mL MeOH added dropwise. Next, it was diluted with 700 mL CHCl3 and washed with 100 mL water. The resulting suspension was filtered through Celite and the organic layer dried over MgSO4...